From a dataset of the Open Reaction Database (ORD), a public repository of structured organic reaction records. describe an organic reaction: reactants, conditions, products, and yield The reactants are C(C1=CC=CC=C1)OC(=O)C(CP(O)(=O)CCCC1=CC=CC=C1)CCC(=O)OCC1=CC=CC=C1 (2,4-Di(benzyloxycarbonyl)butyl(3-phenylpropyl)phosphinic acid), [H-].[Na+] (sodium hydride), Cl (HCl), C=C(C(=O)OCC1=CC=CC=C1)CCC(=O)OCC1=CC=CC=C1 (dibenzyl 2-methylenepentanedioate). Solvent: C1CCOC1 (THF), CCOC(=O)C (EtOAc). Conditions: time 4 hour. Product: C1(=CC=CC=C1)CCCP(=O)(O)CC(C(=O)O)CCC(=O)O (2-[(3-phenylpropylhydroxyphosphinyl)methyl]pentanedioic acid). Isolated yield 125.1%. RXN SMILES: C([O:8][C:9]([CH:11]([CH2:25][CH2:26][C:27]([O:29]CC1C=CC=CC=1)=[O:28])[CH2:12][P:13]([CH2:16][CH2:17][CH2:18][C:19]1[CH:24]=[CH:23][CH:22]=[CH:21][CH:20]=1)(=[O:15])[OH:14])=[O:10])C1C=CC=CC=1.[H-].[Na+].C=C(CCC(OCC1C=CC=CC=1)=O)C(OCC1C=CC=CC=1)=O.Cl>C1COCC1.CCOC(C)=O>[C:19]1([CH2:18][CH2:17][CH2:16][P:13]([CH2:12][CH:11]([CH2:25][CH2:26][C:27]([OH:29])=[O:28])[C:9]([OH:10])=[O:8])([OH:15])=[O:14])[CH:24]=[CH:23][CH:22]=[CH:21][CH:20]=1 |f:1.2|. Procedure details: To a solution of 4-methylbenzyl-O-benzylphosphinic acid (2, R=4-methylbenzyl)(2.16 g, 8.3 mmol) in THF (15 mL) was added sodium hydride (0.10 g, 60% dispersion in oil) followed by dibenzyl 2-methylenepentanedioate at 0 C., and the mixture was stirred at rt for 4 h. The reaction mixture was then diluted with EtOAc (50 mL) and poured into 1N HCl (50 mL). The organic layer was separated, dried over Na2SO4, and concentrated. This material was purified by silica gel chromatography (hexanes:EtOAc, 4:1... The reactants are C1CCCCC1, CN(C)CCN(C)C, CCCCCC, [Li]CCCC, O=C1CCCC1, c1ccc(C(CC2CC3CCN2CC3)c2ccccc2)cc1. Yields the product OC1(C(CC2CC3CCN2CC3)(c2ccccc2)c2ccccc2)CCCC1. As a reaction SMILES: [CH2:48]1[CH2:49][CH2:50][CH2:51][CH2:52][CH2:53]1.[CH3:23][N:24]([CH2:25][CH2:26][N:27]([CH3:28])[CH3:29])[CH3:30].[CH3:42][CH2:43][CH2:44][CH2:45][CH2:46][CH3:47].[Li:31][CH2:32][CH2:33][CH2:34][CH3:35].[O:36]=[C:37]1[CH2:38][CH2:39][CH2:40][CH2:41]1.[c:1]1([CH:7]([CH2:8][CH:9]2[N:10]3[CH2:11][CH2:12][CH:13]([CH2:14]2)[CH2:15][CH2:16]3)[c:17]2[cH:18][cH:19][cH:20][cH:21][cH:22]2)[cH:2][cH:3][cH:4][cH:5][cH:6]1>>[c:1]1([C:7]([CH2:8][CH:9]2[N:10]3[CH2:11][CH2:12][CH:13]([CH2:14]2)[CH2:15][CH2:16]3)([c:17]2[cH:18][cH:19][cH:20][cH:21][cH:22]2)[C:37]2([OH:36])[CH2:38][CH2:39][CH2:40][CH2:41]2)[cH:2][cH:3][cH:4][cH:5][cH:6]1. Starting materials: N1=CN=C(C2=C1NC=C2)NC2=CC(=C1N(C2=O)C2(NC1=O)CCCCC2)Cl (6′-((7H-pyrrolo[2,3-d]pyrimidin-4-yl)amino)-8′-chloro-2′H-spiro[cyclohexane-1,3′-imidazo[1,5-a]pyridine]-1′,5′-dione). Solvent: CO (methanol), O1CCOCC1 (dioxane). Reaction conditions: time 8 hour. Yields the product Cl.ClC1=C2N(C(C(=C1)NC=1C3=C(N=CN1)NC=C3)=O)C3(CCCCC3)NC2=O (8-chloro-6-(7H-pyrrolo[2,3-d]pyrimidin-4-ylamino)spiro[2H-imidazo[1,5-a]pyridine-3,1′-cyclohexane]-1,5-dione hydrochloride). Reaction SMILES: [N:1]1[C:6]2[NH:7][CH:8]=[CH:9][C:5]=2[C:4]([NH:10][C:11]2[C:16](=[O:17])[N:15]3[C:18]4([CH2:26][CH2:25][CH2:24][CH2:23][CH2:22]4)[NH:19][C:20](=[O:21])[C:14]3=[C:13]([Cl:27])[CH:12]=2)=[N:3][CH:2]=1>CO.O1CCOCC1>[ClH:27].[Cl:27][C:13]1[CH:12]=[C:11]([NH:10][C:4]2[C:5]3[CH:9]=[CH:8][NH:7][C:6]=3[N:1]=[CH:2][N:3]=2)[C:16](=[O:17])[N:15]2[C:18]3([NH:19][C:20](=[O:21])[C:14]=12)[CH2:26][CH2:25][CH2:24][CH2:23][CH2:22]3 |f:3.4|. Procedure: To a stirred solution of 8-chloro-6-(7H-pyrrolo[2,3-d]pyrimidin-4-ylamino)spiro[2H-imidazo[1,5-a]pyridine-3,1′-cyclohexane]-1,5-dione (3, 0.6 g, 1.56 mmol) in methanol (6 mL) 4 M hydrogenchloride in dioxane (4 mL) was added under cooling and stirred the reaction mixture at room temperature for overnight. After completion filtered the reaction mass using sintered funnel and washed with ethanol (10 mL). The solid obtained was dried under high vacuum to afford 8-chloro-6-(7H-pyrrolo[2,3-d]pyrimidin... Starting materials: C(CC(=O)C)(=O)OCC (Ethyl acetoacetate), C[O-].[Na+] (Sodium methoxide), C(CC1=CC=CC=C1)Br (phenethyl bromide). The solvent is C(C)O (ethanol). Reaction conditions: time 20 hour. Product: C1(=CC=CC=C1)CCC(C(=O)OCC)C(=O)C (Ethyl 2-(2-Phenylethyl)acetoacetate). Isolated yield 91.3%. RXN SMILES: [C:1]([O:7][CH2:8][CH3:9])(=[O:6])[CH2:2][C:3]([CH3:5])=[O:4].C[O-].[Na+].[CH2:13](Br)[CH2:14][C:15]1[CH:20]=[CH:19][CH:18]=[CH:17][CH:16]=1>C(O)C>[C:15]1([CH2:14][CH2:13][CH:2]([C:3]([CH3:5])=[O:4])[C:1]([O:7][CH2:8][CH3:9])=[O:6])[CH:20]=[CH:19][CH:18]=[CH:17][CH:16]=1 |f:1.2|. Procedure: Ethyl acetoacetate (53.8 g., 0.29 mole) was dissolved in 110 ml. of anhydrous ethanol. Sodium methoxide (17.3 g., 0.36 mole) was added portionwise to the stirred solution, allowing the temperature to rise to 40°-50°. The mixture was then heated to reflux (80°-82°) and phenethyl bromide (53.8 g., 0.32 mole) added dropwise over 1 hour. Reflux was continued for 20 hours. The reaction mixture was cooled to 30°-35° and filtered over diatomaceous earth with ethanol wash. The combined filtrate and wash...